Dataset: the Open Reaction Database (ORD), a public repository of structured organic reaction records. Task: describe an organic reaction: reactants, conditions, products, and yield The reactants are CI, CC#N, COC12CCC(=O)C3Oc4c(O)ccc5c4C31CCN(CCc1ccccc1)C2C5. The product is [I-], COC12CCC(=O)C3Oc4c(O)ccc5c4C31CC[N+](C)(CCc1ccccc1)C2C5. As a reaction SMILES: [CH3:31][I:32].[CH3:33][C:34]#[N:35].[O:1]1[c:2]2[c:3]([OH:30])[cH:4][cH:5][c:6]3[c:15]2[C:14]24[C:9]([O:28][CH3:29])([CH:8]([CH2:7]3)[N:18]([CH2:19][CH2:20][c:21]3[cH:22][cH:23][cH:24][cH:25][cH:26]3)[CH2:17][CH2:16]2)[CH2:10][CH2:11][C:12](=[O:27])[CH:13]14>>[I-:32].[O:1]1[c:2]2[c:3]([OH:30])[cH:4][cH:5][c:6]3[c:15]2[C:14]24[C:9]([O:28][CH3:29])([CH:8]([CH2:7]3)[N+:18]([CH2:19][CH2:20][c:21]3[cH:22][cH:23][cH:24][cH:25][cH:26]3)([CH3:31])[CH2:17][CH2:16]2)[CH2:10][CH2:11][C:12](=[O:27])[CH:13]14. Starting materials: CC(=O)OC(C)=O, c1ccncc1, O=C(Nc1nc(-c2ccco2)c(N2CCOCC2)s1)C1CCNCC1. Product: CC(=O)N1CCC(C(=O)Nc2nc(-c3ccco3)c(N3CCOCC3)s2)CC1. As a reaction SMILES: [CH3:26][C:27](=[O:28])[O:29][C:30](=[O:31])[CH3:32].[cH:33]1[cH:34][cH:35][n:36][cH:37][cH:38]1.[o:1]1[c:2](-[c:6]2[n:7][c:8]([NH:17][C:18](=[O:19])[CH:20]3[CH2:21][CH2:22][NH:23][CH2:24][CH2:25]3)[s:9][c:10]2[N:11]2[CH2:12][CH2:13][O:14][CH2:15][CH2:16]2)[cH:3][cH:4][cH:5]1>>[o:1]1[c:2](-[c:6]2[n:7][c:8]([NH:17][C:18](=[O:19])[CH:20]3[CH2:21][CH2:22][N:23]([C:27]([CH3:26])=[O:28])[CH2:24][CH2:25]3)[s:9][c:10]2[N:11]2[CH2:12][CH2:13][O:14][CH2:15][CH2:16]2)[cH:3][cH:4][cH:5]1. Starting materials: FC(C=1C=C(C=CC1)C(C(C(=O)OCC)C(CCl)=O)C1=CC=CC=C1)(F)F (ethyl 2-(m-trifluoromethylphenyl-phenylmethyl)-4-chloro-3-oxobutanoate), N\C(=C/C(=O)OCC)\C (ethyl 3-aminocrotonate). The solvent is CCO (EtOH). Yields the product NC(C)=C(C(C(C(CCl)=O)C(=O)OCC)C1=CC(=CC=C1)C(F)(F)F)C(=O)OCC (2-amino-7-chloro-3,5-dicarboethoxy-4-(m-trifluoromethylphenyl)-6-oxo-2-heptene). Isolated yield 66.5%. Reaction SMILES: [F:1][C:2]([F:27])([F:26])[C:3]1[CH:4]=[C:5]([CH:9](C2C=CC=CC=2)[CH:10]([C:16](=[O:19])[CH2:17][Cl:18])[C:11]([O:13][CH2:14][CH3:15])=[O:12])[CH:6]=[CH:7][CH:8]=1.[NH2:28]/[C:29](/[CH3:36])=[CH:30]\[C:31]([O:33][CH2:34][CH3:35])=[O:32]>CCO>[NH2:28][C:29](=[C:30]([C:31]([O:33][CH2:34][CH3:35])=[O:32])[CH:9]([C:5]1[CH:6]=[CH:7][CH:8]=[C:3]([C:2]([F:1])([F:27])[F:26])[CH:4]=1)[CH:10]([C:11]([O:13][CH2:14][CH3:15])=[O:12])[C:16](=[O:19])[CH2:17][Cl:18])[CH3:36]. Reported procedure: A solution of ethyl 2-(m-trifluoromethylphenyl-phenylmethyl)-4-chloro-3-oxobutanoate (8 g) and ethyl 3-aminocrotonate (3.4 g) in EtOH (80 ml) is heated to reflux temperature for 10 minutes, then it is cooled at room temperature and after usual work-up the residue is purified by column-chromatography on silica-gel (300 g, eluent Et2O/isopropylether 50/50) to give 6 g of 2-amino-7-chloro-3,5-dicarboethoxy-4-(m-trifluoromethylphenyl)-6-oxo-2-heptene as an oil. Starting materials: COC(C1=CC=C(C=C1)Br)=O (4-bromo-benzoic acid methyl ester), C1(CCCCC1)/C=C(/CO)\B1OC(C(O1)(C)C)(C)C ((E)-3-cyclohexyl-2-(4,4,5,5-tetramethyl-[1,3,2]dioxaborolan-2-yl)-prop-2-en-1-ol), [F-].[Cs+] (cesium fluoride). Procedure details: Following the method of example 46a, Suzuki coupling of 4-bromo-benzoic acid methyl ester (1.05 g, 4.88 mmol) with (E)-3-cyclohexyl-2-(4,4,5,5-tetramethyl-[1,3,2]dioxaborolan-2-yl)-prop-2-en-1-ol (1.48 g, 5.56 mmol) in the presence of tetrakis(triphenylphosphino)palladium(0) (0.35 g, 0.30 mmol) and cesium fluoride (2.1 g, 14 mmol) in dioxane (15 mL) gives the title compound (1.0 g). MS (m/e): 275 (M+H). Yields the product COC(C1=CC=C(C=C1)/C(=C\C1CCCCC1)/CO)=O ((E)-4-(2-Cyclohexyl-1-hydroxymethyl-vinyl)-benzoic acid methyl ester). Reaction SMILES: [CH3:1][O:2][C:3](=[O:11])[C:4]1[CH:9]=[CH:8][C:7](Br)=[CH:6][CH:5]=1.[CH:12]1(/[CH:18]=[C:19](\B2OC(C)(C)C(C)(C)O2)/[CH2:20][OH:21])[CH2:17][CH2:16][CH2:15][CH2:14][CH2:13]1.[F-].[Cs+]>O1CCOCC1.C1(P([Pd-4](P(C2C=CC=CC=2)(C2C=CC=CC=2)C2C=CC=CC=2)(P(C2C=CC=CC=2)(C2C=CC=CC=2)C2C=CC=CC=2)P(C2C=CC=CC=2)(C2C=CC=CC=2)C2C=CC=CC=2)(C2C=CC=CC=2)C2C=CC=CC=2)C=CC=CC=1>[CH3:1][O:2][C:3](=[O:11])[C:4]1[CH:9]=[CH:8][C:7](/[C:19](/[CH2:20][OH:21])=[CH:18]\[CH:12]2[CH2:17][CH2:16][CH2:15][CH2:14][CH2:13]2)=[CH:6][CH:5]=1 |f:2.3|. Run in O1CCOCC1 (dioxane). Reagents/catalysts: C1(=CC=CC=C1)P(C1=CC=CC=C1)(C1=CC=CC=C1)[Pd-4](P(C1=CC=CC=C1)(C1=CC=CC=C1)C1=CC=CC=C1)(P(C1=CC=CC=C1)(C1=CC=CC=C1)C1=CC=CC=C1)P(C1=CC=CC=C1)(C1=CC=CC=C1)C1=CC=CC=C1 (tetrakis(triphenylphosphino)palladium(0)). The yield is 74.7%. Starting materials: C(C1=CC=CC=C1)NC(OCC1CCC(CC1)CN(S(=O)(=O)NC(C1=CC(=CC(=C1)C(F)(F)F)C(F)(F)F)=O)CC1=CC=CC=C1)=O ((4-{[benzyl({[3,5-bis(trifluoromethyl)benzoyl]amino}sulfonyl)amino]methyl}cyclohexyl)methyl benzylcarbamate), C(CC1=CC=CC=C1)N=C=O (phenethyl isocyanate), C(C1=CC=CC=C1)N=C=O (benzyl isocyanate). Product: C1(=CC=CC=C1)CCNC(OCC1CCC(CC1)CN(S(=O)(=O)NC(C1=CC(=CC(=C1)C(F)(F)F)C(F)(F)F)=O)CC1=CC=CC=C1)=O ((4-{[benzyl({[3,5-bis(trifluoromethyl)benzoyl]amino }sulfonyl)amino]methyl}cyclohexyl)methyl 2-phenylethylcarbamate). RXN SMILES: C(NC(=O)O[CH2:11][CH:12]1[CH2:17][CH2:16][CH:15]([CH2:18][N:19]([CH2:40][C:41]2[CH:46]=[CH:45][CH:44]=[CH:43][CH:42]=2)[S:20]([NH:23][C:24](=[O:39])[C:25]2[CH:30]=[C:29]([C:31]([F:34])([F:33])[F:32])[CH:28]=[C:27]([C:35]([F:38])([F:37])[F:36])[CH:26]=2)(=[O:22])=[O:21])[CH2:14][CH2:13]1)C1C=CC=CC=1.[CH2:48]([N:56]=[C:57]=[O:58])[CH2:49][C:50]1[CH:55]=[CH:54][CH:53]=[CH:52][CH:51]=1.C(N=C=[O:68])C1C=CC=CC=1>>[C:50]1([CH2:49][CH2:48][NH:56][C:57](=[O:68])[O:58][CH2:11][CH:12]2[CH2:17][CH2:16][CH:15]([CH2:18][N:19]([CH2:40][C:41]3[CH:42]=[CH:43][CH:44]=[CH:45][CH:46]=3)[S:20]([NH:23][C:24](=[O:39])[C:25]3[CH:30]=[C:29]([C:31]([F:32])([F:33])[F:34])[CH:28]=[C:27]([C:35]([F:36])([F:37])[F:38])[CH:26]=3)(=[O:21])=[O:22])[CH2:14][CH2:13]2)[CH:55]=[CH:54][CH:53]=[CH:52][CH:51]=1. Procedure details: Following procedure to make (9), phenethyl isocyanate was substituted for benzyl isocyanate to give the title compound after purification. 1H NMR (500 MHz, DMSO-d6): δ 12.43 (s, 1H), 8.45 (s, 2H), 8.10 (s, 1H), 7.37 (d, 2H), 7.27 (t, 3H), 7.16 (m, 3H), 7.07 (t, 2H), 4.34 (s, 2H), 3.61 (d, 2H), 3.14 (m, 2H), 3.30 (water), 2.88 (d, 2H), 2.66 (t, 2H), 2.48 (DMSO), 1.62 (m, 2H), 1.52 (m, 2H), 1.32 (m, 1H), 1.26 (m, 1H), 0.63 (m, 4H). The reactants are OC(CN1C=C2N(C(N(C(C2=C1C1=CC=CC=C1)=O)C)=O)C)(C)C (6-(2-hydroxy-2-methylpropyl)-1,3-dimethyl-5-phenyl-1H-pyrrolo[3,4-d]pyrimidine-2,4(3H,6H)-dione), ClC1=CC=C(O1)C=O (5-chlorofuran-2-carbaldehyde). Solvent: C1(=CC=CC=C1)C (toluene). The product is ClC1=CC=C(O1)C1OC(CN2C1=C1C(=C2C2=CC=CC=C2)C(N(C(N1C)=O)C)=O)(C)C (10-(5-Chlorofuran-2-yl)-1,3,8,8-tetramethyl-5-phenyl-7,8-dihydro-1H-pyrimido[4′,5′:3,4]pyrrolo[2,1-c][1,4]oxazine-2,4(3H,10H)-dione). Reaction SMILES: [OH:1][C:2]([CH3:24])([CH3:23])[CH2:3][N:4]1[C:12]([C:13]2[CH:18]=[CH:17][CH:16]=[CH:15][CH:14]=2)=[C:11]2[C:6]([N:7]([CH3:22])[C:8](=[O:21])[N:9]([CH3:20])[C:10]2=[O:19])=[CH:5]1.[Cl:25][C:26]1[O:30][C:29]([CH:31]=O)=[CH:28][CH:27]=1>C1(C)C=CC=CC=1>[Cl:25][C:26]1[O:30][C:29]([CH:31]2[C:5]3=[C:6]4[N:7]([CH3:22])[C:8](=[O:21])[N:9]([CH3:20])[C:10](=[O:19])[C:11]4=[C:12]([C:13]4[CH:18]=[CH:17][CH:16]=[CH:15][CH:14]=4)[N:4]3[CH2:3][C:2]([CH3:24])([CH3:23])[O:1]2)=[CH:28][CH:27]=1. Procedure: The title compound was prepared from 6-(2-hydroxy-2-methylpropyl)-1,3-dimethyl-5-phenyl-1H-pyrrolo[3,4-d]pyrimidine-2,4(3H,6H)-dione and commercially available 5-chlorofuran-2-carbaldehyde in toluene analogously to Example 12, step 2;